From a dataset of the Open Reaction Database (ORD), a public repository of structured organic reaction records. describe an organic reaction: reactants, conditions, products, and yield Reactants: C1(=CC=CC=C1)N=C(C)C1=CC=CC=C1 (N-phenyl-(1-phenylethylidene)-amine), tristriphenylphosphine rhodium (I) chloride, CC(C=C)(C)C (3,3-dimethyl-1-butene), Cl (HCl), C1CCOC1 (THF). Solvent: C1(=CC=CC=C1)C (toluene). Reaction conditions: temperature 150 celsius. Product: CC(CCC1=C(C=CC=C1)C(C)=O)(C)C (2-(3,3-dimethylbutyl)phenyl-1-ethanone). Yield: 85.0%. Reaction SMILES: C1(N=[C:8]([C:10]2[CH:15]=[CH:14][CH:13]=[CH:12][CH:11]=2)[CH3:9])C=CC=CC=1.[CH3:16][C:17]([CH3:21])([CH3:20])[CH:18]=[CH2:19].Cl.C1C[O:26]CC1>C1(C)C=CC=CC=1>[CH3:16][C:17]([CH3:21])([CH3:20])[CH2:18][CH2:19][C:15]1[CH:14]=[CH:13][CH:12]=[CH:11][C:10]=1[C:8](=[O:26])[CH3:9]. Procedure: In a 500 ml pressure reactor, N-phenyl-(1-phenylethylidene)-amine 63 mg (0.32 mmol), tristriphenylphosphine rhodium (I) chloride 6 mg (0.0065 mmol) and 3,3-dimethyl-1-butene 27 mg (0.32 mmol) were placed and dissolved in toluene 100 mg. While the reactor was stopped with a stopper, the reactants were heated at 150° C. for 2 hours with stirring. After completion of the reaction, the reactant mixture was dissolved in THF 3 ml and then combined with 1 N HCl soln. 10 ml, followed by hydrolysis with ...